Dataset: the Open Reaction Database (ORD), a public repository of structured organic reaction records. Task: describe an organic reaction: reactants, conditions, products, and yield Reactants: ClC=1C(N(N=CC1N(N)C)C1=CC(=CC=C1)C(F)(F)F)=O (4-chloro-2-(3-trifluoromethylphenyl)-5-(1-methylhydrazino)-pyridazin-3 (2H)-one), [OH-].[Na+] (sodium hydroxide). Reagents/catalysts: [Pd] (Palladium on carbon). The solvent is C(C)O (ethanol). Reaction conditions: time 1 hour. The product is FC(C=1C=C(C=CC1)N1N=CC(=CC1=O)N(N)C)(F)F (2-(3-trifluoromethylphenyl)-5-(1-methylhydrazino)-pyridazin-3(2H)-one). As a reaction SMILES: Cl[C:2]1[C:3](=[O:21])[N:4]([C:11]2[CH:16]=[CH:15][CH:14]=[C:13]([C:17]([F:20])([F:19])[F:18])[CH:12]=2)[N:5]=[CH:6][C:7]=1[N:8]([CH3:10])[NH2:9].[OH-].[Na+]>[Pd].C(O)C>[F:20][C:17]([F:18])([F:19])[C:13]1[CH:12]=[C:11]([N:4]2[C:3](=[O:21])[CH:2]=[C:7]([N:8]([CH3:10])[NH2:9])[CH:6]=[N:5]2)[CH:16]=[CH:15][CH:14]=1 |f:1.2|. Procedure details: To a solution consisting of 15.9 grams of 4-chloro-2-(3-trifluoromethylphenyl)-5-(1-methylhydrazino)-pyridazin-3 (2H)-one prepared as in example 2, 120 grams of ethanol and 5 grams of 50 percent sodium hydroxide in a pressure reactor, 1 gram of 5 percent Palladium on carbon is added and the mixture is hydrogenated at a pressure of about 15 pounds per square inch for one hour at room temperature. The resulting product is then filtered and washed with 30 grams of warm ethanol, after which the filt... Starting materials: C(C)(C)(C)OC (Methyl tert-butyl ether), FC(S(=O)(=O)OS(=O)(=O)C(F)(F)F)(F)F (Trifluoromethanesulfonic anhydride), OC1=C(C2=CC=CC=C2C=C1)C(=O)OC (methyl 2-hydroxy-1-naphthoate), N1=CC=CC=C1 (pyridine). The solvent is ClCCl (dichloromethane), ClCCl (dichloromethane). Reaction conditions: time 16 hour. The product is FC(S(=O)(=O)OC1=C(C2=CC=CC=C2C=C1)C(=O)OC)(F)F (Methyl 2-trifluoromethanesulfonyloxy-1-naphthoate). As a reaction SMILES: [F:1][C:2]([F:15])([F:14])[S:3]([O:6]S(C(F)(F)F)(=O)=O)(=[O:5])=[O:4].O[C:17]1[CH:26]=[CH:25][C:24]2[C:19](=[CH:20][CH:21]=[CH:22][CH:23]=2)[C:18]=1[C:27]([O:29][CH3:30])=[O:28].N1C=CC=CC=1.C(OC)(C)(C)C>ClCCl>[F:1][C:2]([F:15])([F:14])[S:3]([O:6][C:17]1[CH:26]=[CH:25][C:24]2[C:19](=[CH:20][CH:21]=[CH:22][CH:23]=2)[C:18]=1[C:27]([O:29][CH3:30])=[O:28])(=[O:5])=[O:4]. Procedure details: Trifluoromethanesulfonic anhydride (492 g, 1.74 mol, 1.1 eq) in dichloromethane (0.5 L) was added over 1.5 hours to a suspension of methyl 2-hydroxy-1-naphthoate (319 g, 1.58 mol) and pyridine (330 ml, 4.08 mol, 2.6 eq) in dichloromethane (1.7 L) maintained at an internal temperature between −70 and −50° C., under nitrogen. Once the addition was complete, the mixture was allowed to warm to ambient temperature and stirred for 16 hours, after which time all solids had dissolved. Methyl tert-butyl ... Starting materials: FC=1C=C(OC2=C3C(=NC=C2)C=C(S3)C(=O)NCCC=O)C=CC1NC(=O)NC1=C(C=CC(=C1)C)F (7-[3-fluoro-4-({[(2-fluoro-5-methylphenyl)amino]carbonyl}amino)phenoxy]-N-(3-oxopropyl)thieno[3,2-b]pyridine-2-carboxamide), OC1CCNCC1 (4-hydroxypiperidine), C(C)(=O)O (acetic acid), C(#N)[BH3-].[Na+] (sodium cyanoborohydride), C1CCOC1 (THF). Run in CN(C)C=O (DMF), O (water). Conditions: time 40 minute. Product: FC=1C=C(OC2=C3C(=NC=C2)C=C(S3)C(=O)NCCCN3CCC(CC3)O)C=CC1NC(=O)NC1=C(C=CC(=C1)C)F (7-[3-fluoro-4-({[(2-fluoro-5-methylphenyl)amino]carbonyl}amino)phenoxy]-N-[3-(4-hydroxypiperidin-1-yl)propyl]thieno[3,2-b]pyridine-2-carboxamide). RXN SMILES: [F:1][C:2]1[CH:3]=[C:4]([CH:22]=[CH:23][C:24]=1[NH:25][C:26]([NH:28][C:29]1[CH:34]=[C:33]([CH3:35])[CH:32]=[CH:31][C:30]=1[F:36])=[O:27])[O:5][C:6]1[CH:11]=[CH:10][N:9]=[C:8]2[CH:12]=[C:13]([C:15]([NH:17]CCC=O)=[O:16])[S:14][C:7]=12.[OH:37][CH:38]1[CH2:43][CH2:42][NH:41][CH2:40][CH2:39]1.C(O)(=O)C.C([BH3-])#N.[Na+].[CH2:52]1[CH2:56]OC[CH2:53]1>CN(C=O)C.O>[F:1][C:2]1[CH:3]=[C:4]([CH:22]=[CH:23][C:24]=1[NH:25][C:26]([NH:28][C:29]1[CH:34]=[C:33]([CH3:35])[CH:32]=[CH:31][C:30]=1[F:36])=[O:27])[O:5][C:6]1[CH:11]=[CH:10][N:9]=[C:8]2[CH:12]=[C:13]([C:15]([NH:17][CH2:53][CH2:52][CH2:56][N:41]3[CH2:42][CH2:43][CH:38]([OH:37])[CH2:39][CH2:40]3)=[O:16])[S:14][C:7]=12 |f:3.4|. Procedure: To a stirred solution of 7-[3-fluoro-4-({[(2-fluoro-5-methylphenyl)amino]carbonyl}amino)phenoxy]-N-(3-oxopropyl)thieno[3,2-b]pyridine-2-carboxamide (150 mg, 0.29 mmol) in 10 ml of anhydrous DMF were added 4-hydroxypiperidine (59 mg, 0.58 mmol) and acetic acid (10 mg, 0.17 mmol). The mixture was stirred at room temperature for 40 minutes, followed by addition of 1M sodium cyanoborohydride solution in THF (0.60 ml, 0.60 mmol) and stirring was continued for another 30 minutes. The mixture was poure...